From a dataset of the Open Reaction Database (ORD), a public repository of structured organic reaction records. describe an organic reaction: reactants, conditions, products, and yield Procedure details: To a solution of 2-(3-(3-(7-chloroquinolin-2-yl)propyl)phenyl)-1,3-dioxolane from Step 6 (189 mg) in THF (9.5 mL) was added a 1 to 1 mixture of acetic acid and water (6.5 mL). The reaction was heated at 63° for 2 hours. The reaction was diluted with ethyl acetate and the organic layer washed with saturated aqueous solution of sodium bicarbonate. The organic layer was dried over sodium sulfate and evaporated. The residue was co-evaporated once with toluene to afford the title compound. The solvent is C(C)(=O)OCC (ethyl acetate), C1CCOC1 (THF). Product: ClC1=CC=C2C=CC(=NC2=C1)CCCC=1C=C(C=O)C=CC1 (3-(3-(7-chloroquinolin-2-yl)propyl)benzaldehyde). Reaction SMILES: [Cl:1][C:2]1[CH:11]=[C:10]2[C:5]([CH:6]=[CH:7][C:8]([CH2:12][CH2:13][CH2:14][C:15]3[CH:16]=[C:17]([CH:21]4OCC[O:22]4)[CH:18]=[CH:19][CH:20]=3)=[N:9]2)=[CH:4][CH:3]=1.C(O)(=O)C.O>C1COCC1.C(OCC)(=O)C>[Cl:1][C:2]1[CH:11]=[C:10]2[C:5]([CH:6]=[CH:7][C:8]([CH2:12][CH2:13][CH2:14][C:15]3[CH:16]=[C:17]([CH:18]=[CH:19][CH:20]=3)[CH:21]=[O:22])=[N:9]2)=[CH:4][CH:3]=1. Reactants: C(C)(=O)O (acetic acid), O (water), ClC1=CC=C2C=CC(=NC2=C1)CCCC=1C=C(C=CC1)C1OCCO1 (2-(3-(3-(7-chloroquinolin-2-yl)propyl)phenyl)-1,3-dioxolane). Starting materials: CC1=CC(=C2C(=N1)N(C(=N2)CC)CC2=CC(=C(C(=C2)CCC)O)CCC)C (5,7-dimethyl-2-ethyl-3-[4-hydroxy-3,5-dipropylphenylmethyl]-3H-imidazo[4,5-b]pyridine), BrC(C(=O)OCC)CCC1=CC=CC=C1 (ethyl α-bromo-4-phenylbutanoate), C([O-])([O-])=O.[Cs+].[Cs+] (cesium carbonate). Solvent: C(Cl)Cl (methylene chloride), CN(C)C=O (DMF). Conditions: temperature 60 celsius. The product is C(=O)(OCC)C(OC1=C(C=C(C=C1CCC)CN1C(=NC=2C1=NC(=CC2C)C)CC)CCC)CCC2=CC=CC=C2 (3-[4-(1-carboethoxy-1-(2-phenylethyl)methoxy) -3,5-dipropylphenylmethyl]-5,7-dimethyl-2-ethyl-3H-imidazo[4,5-b]-pyridine). The yield is 63.6%. RXN SMILES: [CH3:1][C:2]1[N:7]=[C:6]2[N:8]([CH2:13][C:14]3[CH:19]=[C:18]([CH2:20][CH2:21][CH3:22])[C:17]([OH:23])=[C:16]([CH2:24][CH2:25][CH3:26])[CH:15]=3)[C:9]([CH2:11][CH3:12])=[N:10][C:5]2=[C:4]([CH3:27])[CH:3]=1.Br[CH:29]([CH2:35][CH2:36][C:37]1[CH:42]=[CH:41][CH:40]=[CH:39][CH:38]=1)[C:30]([O:32][CH2:33][CH3:34])=[O:31].C(=O)([O-])[O-].[Cs+].[Cs+]>CN(C=O)C.C(Cl)Cl>[C:30]([CH:29]([CH2:35][CH2:36][C:37]1[CH:38]=[CH:39][CH:40]=[CH:41][CH:42]=1)[O:23][C:17]1[C:16]([CH2:24][CH2:25][CH3:26])=[CH:15][C:14]([CH2:13][N:8]2[C:6]3=[N:7][C:2]([CH3:1])=[CH:3][C:4]([CH3:27])=[C:5]3[N:10]=[C:9]2[CH2:11][CH3:12])=[CH:19][C:18]=1[CH2:20][CH2:21][CH3:22])([O:32][CH2:33][CH3:34])=[O:31] |f:2.3.4|. Procedure: To a stirred solution of 0.150 g (0.41 mmol) of 5,7-dimethyl-2-ethyl -3-[4-hydroxy-3,5-dipropylphenyl]methyl-3H-imidazol[4,5-β]pyridine (Step G of Example 13) and 0.127 g (0.49 mmol) of ethyl α-bromo-4-phenylbutanoate in 2 mL anhydrous DMF was added 0.290 g (0.82 mmol) cesium carbonate and the reaction mixture was stirred and heated at 60° C. for 4 hours under a nitrogen atmosphere. The reaction mixture was cooled to room temperature, diluted with methylene chloride, filtered, and evaporated in ...